Dataset: the Open Reaction Database (ORD), a public repository of structured organic reaction records. Task: describe an organic reaction: reactants, conditions, products, and yield The reactants are C1(=CC=CC=C1)C(C(=O)N1CC2=CC=C(C(=C2CC1C(=O)OC)OC1=CC=C(C=C1)[N+](=O)[O-])OC)C1=CC=CC=C1 ((RS)-2-(Diphenylacetyl)-1,2,3,4-tetrahydro-6-methoxy-5-(4-nitrophenoxy)-3-isoquinolinecarboxylic acid, methyl ester). Reagents/catalysts: [Pd] (palladium-on-carbon). Run in CO.C1CCOC1 (methanol THF). Yields the product NC1=CC=C(OC2=C3CC(N(CC3=CC=C2OC)C(C(C2=CC=CC=C2)C2=CC=CC=C2)=O)C(=O)OC)C=C1 ((RS)-5-(4-Aminophenoxy)-2-(diphenylacetyl)-1,2,3,4-tetrahydro-6-methoxy-3-isoquinolinecarboxylic acid, methyl ester). Isolated yield 0.1%. RXN SMILES: [C:1]1([CH:7]([C:36]2[CH:41]=[CH:40][CH:39]=[CH:38][CH:37]=2)[C:8]([N:10]2[CH:19]([C:20]([O:22][CH3:23])=[O:21])[CH2:18][C:17]3[C:12](=[CH:13][CH:14]=[C:15]([O:34][CH3:35])[C:16]=3[O:24][C:25]3[CH:30]=[CH:29][C:28]([N+:31]([O-])=O)=[CH:27][CH:26]=3)[CH2:11]2)=[O:9])[CH:6]=[CH:5][CH:4]=[CH:3][CH:2]=1>CO.C1COCC1.[Pd]>[NH2:31][C:28]1[CH:29]=[CH:30][C:25]([O:24][C:16]2[C:15]([O:34][CH3:35])=[CH:14][CH:13]=[C:12]3[C:17]=2[CH2:18][CH:19]([C:20]([O:22][CH3:23])=[O:21])[N:10]([C:8](=[O:9])[CH:7]([C:36]2[CH:37]=[CH:38][CH:39]=[CH:40][CH:41]=2)[C:1]2[CH:6]=[CH:5][CH:4]=[CH:3][CH:2]=2)[CH2:11]3)=[CH:26][CH:27]=1 |f:1.2|. Procedure: A solution of 0.80 g (1.45 mole) of the nitrobenzene derivative of Example 43 in 50% methanol-THF is reduced with 5% palladium-on-carbon catalyst. The filtered solution is concentrated at reduced pressure to give 0.75 g of pure product as a solid foam; mass spectrum (EI) 522 (M+). Reactants: Cl (HCl), 1C, C[O-].[Na+] (sodium methoxide), C(C=C)S (allyl mercaptan), Cl.ClC(CC1=C(C=C(C=C1)Cl)Cl)N1C=NC=C1 (1-(α-chloro-2,4-dichlorophenethyl) imidazole hydrochloride). Solvent: CC(=O)C (acetone), O (H2O), CCOCC (ether), C(C)(C)O (isopropyl alcohol), CO (methanol), CO (methanol). The product is C(C=C)SC(CC1=C(C=C(C=C1)Cl)Cl)N1C=NC=C1 (1-(α-Allylthio-2,4-dichlorophenethyl) imidazole). As a reaction SMILES: C[O-].[Na+].[CH2:4]([SH:7])[CH:5]=[CH2:6].Cl.Cl[CH:10]([N:20]1[CH:24]=[CH:23][N:22]=[CH:21]1)[CH2:11][C:12]1[CH:17]=[CH:16][C:15]([Cl:18])=[CH:14][C:13]=1[Cl:19].Cl>CO.CC(C)=O.C(O)(C)C.CCOCC.O>[CH2:4]([S:7][CH:10]([N:20]1[CH:24]=[CH:23][N:22]=[CH:21]1)[CH2:11][C:12]1[CH:17]=[CH:16][C:15]([Cl:18])=[CH:14][C:13]=1[Cl:19])[CH:5]=[CH2:6] |f:0.1,3.4|. Procedure: To a solution of 1.08 g (0.02 mole) of sodium methoxide in 50 ml of methanol was added 1.48 g (0.02 mole) of allyl mercaptan. To this solution was added a solution of 3.12 g (0.01 mole) of 1-(α-chloro-2,4-dichlorophenethyl) imidazole hydrochloride as prepared in Examples 1A to 1C, in 50 ml of methanol. The mixture was heated at reflux for 5 hours, cooled, and poured into 400 ml of H2O. The organic phase was extracted with ether, the combined ether extracts washed with H2O, and dried over MgSO4. ... The reactants are CCO, CN(C)c1ccccc1S, NC(CCl)=NO, [Na]. The product is CN(C)c1ccccc1SCC(N)=NO. As a reaction SMILES: [CH3:18][CH2:19][OH:20].[CH3:1][N:2]([c:3]1[c:4]([SH:9])[cH:5][cH:6][cH:7][cH:8]1)[CH3:10].[Cl:12][CH2:13][C:14]([NH2:15])=[N:16][OH:17].[Na:11]>>[CH3:1][N:2]([c:3]1[c:4]([S:9][CH2:13][C:14]([NH2:15])=[N:16][OH:17])[cH:5][cH:6][cH:7][cH:8]1)[CH3:10]. The reactants are ICCC (iodopropane), C12(CC3CC(CC(C1)C3)C2)C2=C(C=C3C=CC(=CC3=C2)C2=CC=C(C(=O)O)C=C2)OCOCCOC (4-[7-(1-adamantyl)-6-methoxyethoxymethoxy-2-naphthyl]benzoic acid), CN(C)C=O (DMF), [H-].[Na+] (sodium hydride). The solvent is O (water). Product: C12(CC3CC(CC(C1)C3)C2)C2=C(C=C3C=CC(=CC3=C2)C2=CC=C(C(=O)OCCC)C=C2)OCOCCOC (propyl 4-[7-(1-adamantyl)-6-methoxyethoxymethoxy-2-naphthyl]benzoate). RXN SMILES: [C:1]12([C:11]3[CH:20]=[C:19]4[C:14]([CH:15]=[CH:16][C:17]([C:21]5[CH:29]=[CH:28][C:24]([C:25]([OH:27])=[O:26])=[CH:23][CH:22]=5)=[CH:18]4)=[CH:13][C:12]=3[O:30][CH2:31][O:32][CH2:33][CH2:34][O:35][CH3:36])[CH2:10][CH:5]3[CH2:6][CH:7]([CH2:9][CH:3]([CH2:4]3)[CH2:2]1)[CH2:8]2.CN(C=O)C.[H-].[Na+].I[CH2:45][CH2:46][CH3:47]>O>[C:1]12([C:11]3[CH:20]=[C:19]4[C:14]([CH:15]=[CH:16][C:17]([C:21]5[CH:29]=[CH:28][C:24]([C:25]([O:27][CH2:45][CH2:46][CH3:47])=[O:26])=[CH:23][CH:22]=5)=[CH:18]4)=[CH:13][C:12]=3[O:30][CH2:31][O:32][CH2:33][CH2:34][O:35][CH3:36])[CH2:10][CH:5]3[CH2:4][CH:3]([CH2:9][CH:7]([CH2:6]3)[CH2:8]1)[CH2:2]2 |f:2.3|. Reported procedure: 3 g (6.1 mmol) of 4-[7-(1-adamantyl)-6-methoxyethoxymethoxy-2-naphthyl]benzoic acid and 100 ml of DMF were introduced into a three-necked flask under a stream of nitrogen. 200 mg (6.7 mmol) of sodium hydride (80% in oil) were added portionwise and stirring was carried out until gas evolution had ceased. 500 μl (6.1 mmol) of iodopropane were then added and the reaction mixture was stirred for one hour. The reaction mixture was poured into water and extracted with ethyl acetate and the organic pha... The reactants are COC(=O)C1CC(OS(C)(=O)=O)CN1S(=O)(=O)c1ccc2ccccc2c1, CN(C)C=O, SC(c1ccccc1)(c1ccccc1)c1ccccc1. Yields the product COC(=O)C1CC(SC(c2ccccc2)(c2ccccc2)c2ccccc2)CN1S(=O)(=O)c1ccc2ccccc2c1. Reaction SMILES: [CH3:21][O:22][C:23](=[O:24])[CH:25]1[N:26]([S:35](=[O:36])(=[O:37])[c:38]2[cH:39][c:40]3[cH:41][cH:42][cH:43][cH:44][c:45]3[cH:46][cH:47]2)[CH2:27][CH:28]([O:30][S:31]([CH3:32])(=[O:33])=[O:34])[CH2:29]1.[O:48]=[CH:49][N:50]([CH3:51])[CH3:52].[c:1]1([C:7]([SH:8])([c:9]2[cH:10][cH:11][cH:12][cH:13][cH:14]2)[c:15]2[cH:16][cH:17][cH:18][cH:19][cH:20]2)[cH:2][cH:3][cH:4][cH:5][cH:6]1>>[c:1]1([C:7]([S:8][CH:28]2[CH2:27][N:26]([S:35](=[O:36])(=[O:37])[c:38]3[cH:39][c:40]4[cH:41][cH:42][cH:43][cH:44][c:45]4[cH:46][cH:47]3)[CH:25]([C:23]([O:22][CH3:21])=[O:24])[CH2:29]2)([c:9]2[cH:10][cH:11][cH:12][cH:13][cH:14]2)[c:15]2[cH:16][cH:17][cH:18][cH:19][cH:20]2)[cH:2][cH:3][cH:4][cH:5][cH:6]1. The reactants are S(=O)(=O)(Cl)Cl (sulfonyl chloride), N (ammonia), ClCl (chlorine), ClC=1C(=C(C=CC1)C(C)F)SCC1=CC=CC=C1 (3-chloro-2-phenylmethylthio-(1-fluoroethyl)benzene), ice water. The solvent is C1CCOC1 (THF), C(CC)(=O)O (propionic acid), O (water). Reaction conditions: time 30 minute. Product: ClC1=C(C(=CC=C1)C(C)F)S(=O)(=O)N (2-Chloro-6-(1-Fluoroethyl)Benzenesulfonamide). As a reaction SMILES: [Cl:1][C:2]1[C:3](SCC2C=CC=CC=2)=[C:4]([CH:8]([F:10])[CH3:9])[CH:5]=[CH:6][CH:7]=1.ClCl.[S:21](Cl)(Cl)(=[O:23])=[O:22].[NH3:26]>C(O)(=O)CC.O.C1COCC1>[Cl:1][C:2]1[CH:7]=[CH:6][CH:5]=[C:4]([CH:8]([F:10])[CH3:9])[C:3]=1[S:21]([NH2:26])(=[O:23])=[O:22]. Procedure: To a solution of 8.0 g of 3-chloro-2-phenylmethylthio-(1-fluoroethyl)benzene in a mixture of 45 mL of propionic acid and 1.5 mL of water at -10° was added 5.2 mL of liquified chlorine. The reaction was stirred an additional 30 min and then poured into a mixture of ice/water. The aqueous phase was extracted with n-butyl chloride and the combined organic phase was washed with saturated sodium bicarbonate solution, dried over magnesium sulfate and concentrated to provide an oil. The crude sulfonyl ... Starting materials: N1=C(C=CC=C1)C=1C(=C2N(N1)CCC2)B(O)O ((2-pyridin-2-yl)-5,6-dihydro-4H-pyrrolo[1,2-b]pyrazole-3-boronic acid), C([O-])([O-])=O.[K+].[K+] (potassium carbonate), C1CCOC1 (THF), BrC=1C=C2N=CC=NC2=CC1 (6-bromo-quinoxaline), bis(1,2-bis(diphenylphosphino)ethane)palladium(0). The reagents and catalysts are C=1C=CC(=CC1)/C=C/C(=O)/C=C/C2=CC=CC=C2.C=1C=CC(=CC1)/C=C/C(=O)/C=C/C2=CC=CC=C2.C=1C=CC(=CC1)/C=C/C(=O)/C=C/C2=CC=CC=C2.[Pd].[Pd] (tris(dibenzylideneacetone)dipalladium(0)), C=1C=CC(=CC1)/C=C/C(=O)/C=C/C2=CC=CC=C2.C=1C=CC(=CC1)/C=C/C(=O)/C=C/C2=CC=CC=C2.C=1C=CC(=CC1)/C=C/C(=O)/C=C/C2=CC=CC=C2.[Pd].[Pd] (tris(dibenzylideneacetone)dipalladium(0)). Run in CN(C)C=O.C1CCOC1 (DMF THF). Product: N1=C(C=CC=C1)C=1C(=C2N(N1)CCC2)C=2C=C1N=CC=NC1=CC2 (6-[2-(Pyridin-2-yl)-5,6-dihydro-4H-pyrrolo[1,2-b]pyrazol-3-yl]-quinoxaline). The yield is 30.1%. Reaction SMILES: C1COCC1.Br[C:7]1[CH:8]=[C:9]2[C:14](=[CH:15][CH:16]=1)[N:13]=[CH:12][CH:11]=[N:10]2.[N:17]1[CH:22]=[CH:21][CH:20]=[CH:19][C:18]=1[C:23]1[C:24](B(O)O)=[C:25]2[CH2:30][CH2:29][CH2:28][N:26]2[N:27]=1.C(=O)([O-])[O-].[K+].[K+]>C1C=CC(/C=C/C(/C=C/C2C=CC=CC=2)=O)=CC=1.C1C=CC(/C=C/C(/C=C/C2C=CC=CC=2)=O)=CC=1.C1C=CC(/C=C/C(/C=C/C2C=CC=CC=2)=O)=CC=1.[Pd].[Pd].CN(C=O)C.C1COCC1>[N:17]1[CH:22]=[CH:21][CH:20]=[CH:19][C:18]=1[C:23]1[C:24]([C:7]2[CH:8]=[C:9]3[C:14](=[CH:15][CH:16]=2)[N:13]=[CH:12][CH:11]=[N:10]3)=[C:25]2[CH2:30][CH2:29][CH2:28][N:26]2[N:27]=1 |f:3.4.5,6.7.8.9.10,11.12|. Procedure: Add THF (2.2 mL) to 6-bromo-quinoxaline (Yamamoto, T. et al., J. Am. Chem. Soc. 1996, 118, 3930-3936; 219 mg, 1.05 mmol) and purge the solution with nitrogen for 10 min. Add tris(dibenzylideneacetone)dipalladium(0) (80 mg, 0.087 mmol) and bis(1,2-bis(diphenylphosphino)ethane)palladium(0) (78 mg, 0.087 mmol), purge the reaction with nitrogen for 2 min, and stir the reaction at room temperature for 20 min. Add (2-pyridin-2-yl)-5,6-dihydro-4H-pyrrolo[1,2-b]pyrazole-3-boronic acid (Preparation 5; 20...